From a dataset of the Open Reaction Database (ORD), a public repository of structured organic reaction records. describe an organic reaction: reactants, conditions, products, and yield Reactants: C[N+](C)(C)Cc1ccccc1, CCCCNc1cc(C(=O)O)cc(S(N)(=O)=O)c1Oc1ccccc1, CCCCCCC, [OH-], O. The product is C[N+](C)(C)Cc1ccccc1, CCCCNc1cc(C(=O)[O-])cc(S(N)(=O)=O)c1Oc1ccccc1. RXN SMILES: [CH2:2]([c:3]1[cH:4][cH:5][cH:6][cH:7][cH:8]1)[N+:9]([CH3:10])([CH3:11])[CH3:12].[CH3:13][CH2:14][CH2:15][CH2:16][NH:17][c:18]1[cH:19][c:20]([C:35]([OH:36])=[O:37])[cH:21][c:22]([S:31]([NH2:32])(=[O:33])=[O:34])[c:23]1[O:24][c:25]1[cH:26][cH:27][cH:28][cH:29][cH:30]1.[CH3:38][CH2:39][CH2:40][CH2:41][CH2:42][CH2:43][CH3:44].[OH-:1].[OH2:45]>>[CH2:2]([c:3]1[cH:4][cH:5][cH:6][cH:7][cH:8]1)[N+:9]([CH3:10])([CH3:11])[CH3:12].[CH3:13][CH2:14][CH2:15][CH2:16][NH:17][c:18]1[cH:19][c:20]([C:35](=[O:36])[O-:37])[cH:21][c:22]([S:31]([NH2:32])(=[O:33])=[O:34])[c:23]1[O:24][c:25]1[cH:26][cH:27][cH:28][cH:29][cH:30]1. The reactants are O=C(O)c1cnc(OCC2CC2)cn1, CC1(c2cc(N)ccc2F)N=C(N)OCC1(F)F. Yields the product CC1(c2cc(NC(=O)c3cnc(OCC4CC4)cn3)ccc2F)N=C(N)OCC1(F)F. RXN SMILES: [CH:19]1([CH2:22][O:23][c:24]2[n:25][cH:26][c:27]([C:30](=[O:31])[OH:32])[n:28][cH:29]2)[CH2:20][CH2:21]1.[NH2:1][c:2]1[cH:3][cH:4][c:5]([F:18])[c:6]([C:8]2([CH3:17])[N:9]=[C:10]([NH2:16])[O:11][CH2:12][C:13]2([F:14])[F:15])[cH:7]1>>[NH:1]([c:2]1[cH:3][cH:4][c:5]([F:18])[c:6]([C:8]2([CH3:17])[N:9]=[C:10]([NH2:16])[O:11][CH2:12][C:13]2([F:14])[F:15])[cH:7]1)[C:30]([c:27]1[cH:26][n:25][c:24]([O:23][CH2:22][CH:19]2[CH2:20][CH2:21]2)[cH:29][n:28]1)=[O:31]. The reactants are O=C(OOC(=O)c1ccccc1)c1ccccc1, ClC(Cl)(Cl)Cl, ClCCl, O=C1CCC(=O)N1Br, Cc1c(N=C(c2ccccc2)c2ccccc2)ccc(C#N)c1C(F)(F)F. The product is N#Cc1ccc(N=C(c2ccccc2)c2ccccc2)c(CBr)c1C(F)(F)F. RXN SMILES: [C:36]([O:37][O:38][C:39](=[O:40])[c:41]1[cH:42][cH:43][cH:44][cH:45][cH:46]1)(=[O:47])[c:48]1[cH:49][cH:50][cH:51][cH:52][cH:53]1.[Cl:54][C:55]([Cl:56])([Cl:57])[Cl:58].[Cl:59][CH2:60][Cl:61].[O:28]=[C:29]1[N:30]([Br:35])[C:31](=[O:32])[CH2:33][CH2:34]1.[c:1]1([C:7]([c:8]2[cH:9][cH:10][cH:11][cH:12][cH:13]2)=[N:14][c:15]2[c:16]([CH3:27])[c:17]([C:23]([F:24])([F:25])[F:26])[c:18]([C:19]#[N:20])[cH:21][cH:22]2)[cH:2][cH:3][cH:4][cH:5][cH:6]1>>[c:1]1([C:7]([c:8]2[cH:9][cH:10][cH:11][cH:12][cH:13]2)=[N:14][c:15]2[c:16]([CH2:27][Br:35])[c:17]([C:23]([F:24])([F:25])[F:26])[c:18]([C:19]#[N:20])[cH:21][cH:22]2)[cH:2][cH:3][cH:4][cH:5][cH:6]1. Starting materials: ClCl (Cl2), [Cr](=O)(=O)([O-])Cl.[NH+]1=CC=CC=C1 (pyridinium chlorochromate), C1(=CC=CC=C1)C1=NN(C(=C1C1=CC=CC=C1)C1=CC=CC=C1)CCCCO (3,4,5-Triphenyl-lH-pyrazol-1-butanol). Run in C(Cl)Cl (CH2Cl2). Reaction conditions: time 3 hour. The product is C1(=CC=CC=C1)C1=NN(C(=C1C1=CC=CC=C1)C1=CC=CC=C1)CCCC=O (3,4,5-triphenyl-lH-pyrazol-1-butanal). Reaction SMILES: [C:1]1([C:7]2[C:11]([C:12]3[CH:17]=[CH:16][CH:15]=[CH:14][CH:13]=3)=[C:10]([C:18]3[CH:23]=[CH:22][CH:21]=[CH:20][CH:19]=3)[N:9]([CH2:24][CH2:25][CH2:26][CH2:27][OH:28])[N:8]=2)[CH:6]=[CH:5][CH:4]=[CH:3][CH:2]=1.ClCl.[Cr](Cl)([O-])(=O)=O.[NH+]1C=CC=CC=1>C(Cl)Cl>[C:1]1([C:7]2[C:11]([C:12]3[CH:17]=[CH:16][CH:15]=[CH:14][CH:13]=3)=[C:10]([C:18]3[CH:19]=[CH:20][CH:21]=[CH:22][CH:23]=3)[N:9]([CH2:24][CH2:25][CH2:26][CH:27]=[O:28])[N:8]=2)[CH:2]=[CH:3][CH:4]=[CH:5][CH:6]=1 |f:2.3|. Procedure details: 3,4,5-Triphenyl-lH-pyrazol-1-butanol (4 g, 10.9 mmol) in dry CH 0.12. Cl2 (10 mL) was added to a stirred suspension of pyridinium chlorochromate (7.03 g, 32.6 mmol) in dry CH2Cl2 (370 mL). After 3 hours, the CH2Cl2 was removed in vacuo and the residue diluted with diethyl ether (800 mL) and filtered through diatomateous earth. The organic phase was washed twice with water and once with saturated sodium chloride solution, dried over sodium sulfate and concentrated to furnish 3,4,5-triphenyl-lH-py... The reactants are C(C)(C)NC(C)C (diisopropylamine), C(CCC)[Li] (butyllithium), hexanes, FC1=C(C=C(C=N1)C(C)N1CCOCC1)B1OC(C(O1)(C)C)(C)C (4-(1-(6-fluoro-5-(4,4,5,5-tetramethyl-1,3,2-dioxaborolan-2-yl)pyridin-3-yl)ethyl)morpholine), B(OC(C)C)(OC(C)C)OC(C)C (triisopropyl borate). Run in C1CCOC1 (THF), C1CCOC1 (THF). Run at temperature -40 celsius, time 20 minute. Product: FC1=NC=C(C=C1B(O)O)C(C)N1CCOCC1 (2-Fluoro-5-(1-Morpholinoethyl)Pyridin-3-Ylboronic Acid). Isolated yield 80.6%. Reaction SMILES: C(NC(C)C)(C)C.C([Li])CCC.[F:13][C:14]1[N:19]=[CH:18][C:17]([CH:20]([N:22]2[CH2:27][CH2:26][O:25][CH2:24][CH2:23]2)[CH3:21])=[CH:16][C:15]=1[B:28]1[O:32]C(C)(C)C(C)(C)[O:29]1.B(OC(C)C)(OC(C)C)OC(C)C>C1COCC1>[F:13][C:14]1[C:15]([B:28]([OH:29])[OH:32])=[CH:16][C:17]([CH:20]([N:22]2[CH2:27][CH2:26][O:25][CH2:24][CH2:23]2)[CH3:21])=[CH:18][N:19]=1. Procedure: To a solution of diisopropylamine (Aldrich) (0.640 mL, 4.57 mmol) in THF (10 mL) at −40° C. in 100 mL 3-neck round-bottom flask was added butyllithium solution, 1.6 m in hexanes (Aldrich) (2.85 mL, 4.57 mmol) dropwise via the addition funnel. After the addition, it was continued to stir at −40° C. for 20 min then cooled to −78° C. To this reaction mixture was added 4-(1-(6-fluoropyridin-3-yl)ethyl)morpholine (Example 339 step 3) (0.800 g, 3.81 mmol) in THF (10 mL) dropwise via the addition funne... Starting materials: CCOC(OCC)c1ccc(CN(Cc2nccn2C)Cc2nccn2C)cc1, CCOC(OCC)c1ccc(CN(Cc2nccn2S(=O)(=O)N(C)C)Cc2nccn2S(=O)(=O)N(C)C)cc1. Product: Cn1ccnc1CN(Cc1ccc(C=O)cc1)Cc1nccn1C. As a reaction SMILES: [CH2:1]([O:3][CH:4]([O:2][CH2:27][CH3:28])[c:5]1[cH:6][cH:7][c:8]([CH2:11][N:12]([CH2:13][c:14]2[n:15]([CH3:19])[cH:16][cH:17][n:18]2)[CH2:20][c:21]2[n:22]([CH3:26])[cH:23][cH:24][n:25]2)[cH:9][cH:10]1)[CH3:29].[CH2:30]([O:31][CH:32]([O:33][CH2:34][CH3:35])[c:36]1[cH:37][cH:38][c:39]([CH2:40][N:41]([CH2:42][c:43]2[n:44]([S:45]([N:46]([CH3:47])[CH3:48])(=[O:49])=[O:50])[cH:51][cH:52][n:53]2)[CH2:54][c:55]2[n:56]([S:57]([N:58]([CH3:59])[CH3:60])(=[O:61])=[O:62])[cH:63][cH:64][n:65]2)[cH:66][cH:67]1)[CH3:68]>>[O:3]=[CH:4][c:5]1[cH:6][cH:7][c:8]([CH2:11][N:12]([CH2:13][c:14]2[n:15]([CH3:19])[cH:16][cH:17][n:18]2)[CH2:20][c:21]2[n:22]([CH3:26])[cH:23][cH:24][n:25]2)[cH:9][cH:10]1. Starting materials: CCCC[Sn](CCCC)(CCCC)c1cccs1, [Cl-], CCOC(=O)C(C)(C)N1COC(C)=C(I)C1=O, [Li+], C1CCOC1, O. The product is CCOC(=O)C(C)(C)N1COC(C)=C(c2cccs2)C1=O. As a reaction SMILES: [CH2:18]([Sn:19]([CH2:20][CH2:21][CH2:22][CH3:28])([c:23]1[s:24][cH:25][cH:26][cH:27]1)[CH2:29][CH2:30][CH2:31][CH3:32])[CH2:33][CH2:34][CH3:35].[Cl-:37].[I:1][C:2]1=[C:7]([CH3:8])[O:6][CH2:5][N:4]([C:9]([C:10](=[O:11])[O:12][CH2:13][CH3:14])([CH3:15])[CH3:16])[C:3]1=[O:17].[Li+:36].[O:39]1[CH2:40][CH2:41][CH2:42][CH2:43]1.[OH2:38]>>[C:2]1([c:23]2[s:24][cH:25][cH:26][cH:27]2)=[C:7]([CH3:8])[O:6][CH2:5][N:4]([C:9]([C:10](=[O:11])[O:12][CH2:13][CH3:14])([CH3:15])[CH3:16])[C:3]1=[O:17]. The reactants are C(=O)(OCC)C=1C(=NC(=NC1)N1CCSCC1)O (5-carbethoxy-4-hydroxy-2-thiomorpholino-pyrimidine), P(=O)(Cl)(Cl)Cl (phosphorus oxychloride). Solvent: C(C)O (ethanol). Yields the product C(=O)(OCC)C=1C(=NC(=NC1)N1CCSCC1)Cl (5-Carbethoxy-4-chloro-2-thiomorpholino-pyrimidine). As a reaction SMILES: [C:1]([C:6]1[C:7](O)=[N:8][C:9]([N:12]2[CH2:17][CH2:16][S:15][CH2:14][CH2:13]2)=[N:10][CH:11]=1)([O:3][CH2:4][CH3:5])=[O:2].P(Cl)(Cl)([Cl:21])=O>C(O)C>[C:1]([C:6]1[C:7]([Cl:21])=[N:8][C:9]([N:12]2[CH2:17][CH2:16][S:15][CH2:14][CH2:13]2)=[N:10][CH:11]=1)([O:3][CH2:4][CH3:5])=[O:2]. Reported procedure: 5-Carbethoxy-4-chloro-2-thiomorpholino-pyrimidine was prepared in analogous manner from 5-carbethoxy-4-hydroxy-2-thiomorpholino-pyrimidine and phosphorus oxychloride/phosphoruc pentachloride. M.p. 81°-83°C (ethanol). Preparation of end products of the formula I: